This data is from the Open Reaction Database (ORD), a public repository of structured organic reaction records. The task is: describe an organic reaction: reactants, conditions, products, and yield Starting materials: NC1=NC(=CC=C1C(=O)C1=C(C=CC(=C1)F)OC)Cl ((2-Amino-6-chloro-pyridin-3-yl)-(5-fluoro-2-methoxy-phenyl)-methanone), CS(=O)(=O)N1CCC(CC1)N (1-methanesulfonylpiperidin-4-ylamine). Product: NC1=NC(=CC=C1C(=O)C1=C(C=CC(=C1)F)OC)NC1CCN(CC1)S(=O)(=O)C ([2-Amino-6-(1-methanesulfonyl-piperidin-4-ylamino)-pyridin-3-yl]-(5-fluoro-2-methoxy-phenyl)-methanone). RXN SMILES: [NH2:1][C:2]1[C:7]([C:8]([C:10]2[CH:15]=[C:14]([F:16])[CH:13]=[CH:12][C:11]=2[O:17][CH3:18])=[O:9])=[CH:6][CH:5]=[C:4](Cl)[N:3]=1.[CH3:20][S:21]([N:24]1[CH2:29][CH2:28][CH:27]([NH2:30])[CH2:26][CH2:25]1)(=[O:23])=[O:22]>>[NH2:1][C:2]1[C:7]([C:8]([C:10]2[CH:15]=[C:14]([F:16])[CH:13]=[CH:12][C:11]=2[O:17][CH3:18])=[O:9])=[CH:6][CH:5]=[C:4]([NH:30][CH:27]2[CH2:28][CH2:29][N:24]([S:21]([CH3:20])(=[O:23])=[O:22])[CH2:25][CH2:26]2)[N:3]=1. Procedure: The title compound was prepared from (2-amino-6-chloropyridin-3-yl)-(5-fluoro-2-methoxyphenyl)methanone (Example 19) and 1-methanesulfonylpiperidin-4-ylamine (Step A. Example 6) using the procedure described in Step B. Example 6. HRMS, observed: 423.1502, Calcd for (M+H)+: 423.1497. Ki for cdk4=0.040 μM, cdk2=0.098 μM, and IC50 for HCT116 cell line=9 μM. Starting materials: C(C)OC(=O)C1=CC=C(N)C=C1 (4-ethoxycarbonylaniline), C(C(=O)C)CC(C)=O (acetonylacetone). Reagents/catalysts: S(O)(O)(=O)=O (sulfuric acid). Solvent: C(C)(=O)OCC (ethyl acetate). Conditions: temperature 150 celsius. Product: C(C)OC(=O)C1=CC=C(C=C1)N1C(=CC=C1C)C (1-(4-ethoxycarbonylphenyl)-2,5-dimethylpyrrole). Reaction SMILES: [CH2:1]([O:3][C:4]([C:6]1[CH:12]=[CH:11][C:9]([NH2:10])=[CH:8][CH:7]=1)=[O:5])[CH3:2].[CH2:13]([CH2:17][C:18](=O)[CH3:19])[C:14]([CH3:16])=O>S(=O)(=O)(O)O.C(OCC)(=O)C>[CH2:1]([O:3][C:4]([C:6]1[CH:12]=[CH:11][C:9]([N:10]2[C:18]([CH3:19])=[CH:17][CH:13]=[C:14]2[CH3:16])=[CH:8][CH:7]=1)=[O:5])[CH3:2]. Procedure details: A mixture of 4-ethoxycarbonylaniline (82.6 g), acetonylacetone (68.5 g) and concentrated sulfuric acid (one drop) were heated at 150° C. for one hour. The reaction mixture was diluted with ethyl acetate and washed with water, followed by drying and concentrating, whereby 1-(4-ethoxycarbonylphenyl)-2,5-dimethylpyrrole was obtained. The reactants are Cl, CCOCc1cc(OC)c(-c2ccc(CC(NC(=O)c3c(F)cccc3F)C(=O)OCC)cc2)c(OC)c1, C1COCCO1, O. Yields the product CCOCc1cc(OC)c(-c2ccc(CC(NC(=O)c3c(F)cccc3F)C(=O)O)cc2)c(OC)c1. RXN SMILES: [ClH:39].[F:1][c:2]1[c:3]([C:4](=[O:5])[NH:6][CH:7]([C:8](=[O:9])[O:10][CH2:11][CH3:12])[CH2:13][c:14]2[cH:15][cH:16][c:17](-[c:20]3[c:21]([O:32][CH3:33])[cH:22][c:23]([CH2:28][O:29][CH2:30][CH3:31])[cH:24][c:25]3[O:26][CH3:27])[cH:18][cH:19]2)[c:34]([F:38])[cH:35][cH:36][cH:37]1.[O:41]1[CH2:42][CH2:43][O:44][CH2:45][CH2:46]1.[OH2:40]>>[F:1][c:2]1[c:3]([C:4](=[O:5])[NH:6][CH:7]([C:8](=[O:9])[OH:10])[CH2:13][c:14]2[cH:15][cH:16][c:17](-[c:20]3[c:21]([O:32][CH3:33])[cH:22][c:23]([CH2:28][O:29][CH2:30][CH3:31])[cH:24][c:25]3[O:26][CH3:27])[cH:18][cH:19]2)[c:34]([F:38])[cH:35][cH:36][cH:37]1. Reactants: N(C1=CC=CC=C1)C1=C(C=C(C(=O)OCC)C=C1S(NC1=CC=CC=C1)(=O)=O)NCC1=CC=CC=C1 (Ethyl 4-anilino-3-benzylamino-5-phenylsulphamyl-benzoate), Cl (hydrochloric acid). Run in [OH-].[Na+] (sodium hydroxide). Product: N(C1=CC=CC=C1)C1=C(C=C(C(=O)O)C=C1S(NC1=CC=CC=C1)(=O)=O)NCC1=CC=CC=C1 (4-anilino-3-benzylamino-5-phenylsulphamyl-benzoic acid). Reaction SMILES: [NH:1]([C:8]1[C:18]([S:19](=[O:28])(=[O:27])[NH:20][C:21]2[CH:26]=[CH:25][CH:24]=[CH:23][CH:22]=2)=[CH:17][C:11]([C:12]([O:14]CC)=[O:13])=[CH:10][C:9]=1[NH:29][CH2:30][C:31]1[CH:36]=[CH:35][CH:34]=[CH:33][CH:32]=1)[C:2]1[CH:7]=[CH:6][CH:5]=[CH:4][CH:3]=1.Cl>[OH-].[Na+]>[NH:1]([C:8]1[C:18]([S:19](=[O:28])(=[O:27])[NH:20][C:21]2[CH:26]=[CH:25][CH:24]=[CH:23][CH:22]=2)=[CH:17][C:11]([C:12]([OH:14])=[O:13])=[CH:10][C:9]=1[NH:29][CH2:30][C:31]1[CH:36]=[CH:35][CH:34]=[CH:33][CH:32]=1)[C:2]1[CH:7]=[CH:6][CH:5]=[CH:4][CH:3]=1 |f:2.3|. Procedure details: Ethyl 4-anilino-3-benzylamino-5-phenylsulphamyl-benzoate (3 g) was dissolved in 1N sodium hydroxide (35 ml), and the solution was heated on a steam bath for 1 hour. After cooling, the reaction mixture was adjusted to a pH of 2.5 by addition of 4N hydrochloric acid. The precipitated 4-anilino-3-benzylamino-5-phenylxulphamyl-benzoic acid was collected by suction and recrystallized from acetone/water. The compound was obtained with a melting point of 243°C. The reactants are NC1CCC2=C(NC=3C=CC=C1C23)C2=CC=CC=C2 (5-amino-2-phenyl-1,3,4,5-tetrahydrobenz[cd]indole), O (water), C(C)(C)(C)OC(=O)NCC(=O)O (N-t-butoxycarbonylglycine), ClC(CCCCCN=C=N)Cl (dichlorohexylcarbodiimide). Run in C(Cl)Cl (methylene chloride). Run at time 1 hour. Yields the product C(C)(C)(C)OC(=O)NCC(=O)NC1CCC2=C(NC=3C=CC=C1C23)C2=CC=CC=C2 (5-[N-(N-t-butoxycarbonylglycyl)amino]-2-phenyl-1,3,4,5-tetrahydrobenz[cd]indole). Yield: 143.9%. As a reaction SMILES: [NH2:1][CH:2]1[C:12]2[C:13]3[C:5](=[C:6]([C:14]4[CH:19]=[CH:18][CH:17]=[CH:16][CH:15]=4)[NH:7][C:8]=3[CH:9]=[CH:10][CH:11]=2)[CH2:4][CH2:3]1.[C:20]([O:24][C:25]([NH:27][CH2:28][C:29](O)=[O:30])=[O:26])([CH3:23])([CH3:22])[CH3:21].ClC(Cl)CCCCCN=C=N.O>C(Cl)Cl>[C:20]([O:24][C:25]([NH:27][CH2:28][C:29]([NH:1][CH:2]1[C:12]2[C:13]3[C:5](=[C:6]([C:14]4[CH:19]=[CH:18][CH:17]=[CH:16][CH:15]=4)[NH:7][C:8]=3[CH:9]=[CH:10][CH:11]=2)[CH2:4][CH2:3]1)=[O:30])=[O:26])([CH3:23])([CH3:22])[CH3:21]. Procedure details: A portion (200 mg) of the compound obtained in Example 81 and N-t-butoxycarbonylglycine (170 mg) were suspended in methylene chloride (15 ml) and to the suspension was added dichlorohexylcarbodiimide (216 mg) under cooling with ice. The mixture was stirred for 1 hour at room temperature. To the reaction mixture was added water, followed by extraction with ethyl acetate. The organic layer was washed with water and saturated aqueous solution of sodium chloride and dried over anhydrous sodium sulfa... Reactants: C(C)(=O)O[BH-](OC(C)=O)OC(C)=O.[Na+] (Sodium triacetoxyborohydride), C[C@@H]1COC=2C(=C3C=CN(C3=CC2)S(=O)(=O)C2=CC=CC=C2)CN1 ((3R)-3-Methyl-8-(phenylsulfonyl)-1,3,4,8-tetrahydro-2H-[1,4]oxazepino[6,7-e]indole), C=O (formaldehyde). Solvent: C1CCOC1 (THF). Run at time 20 minute. Yields the product CN1[C@@H](COC=2C(=C3C=CN(C3=CC2)S(=O)(=O)C2=CC=CC=C2)C1)C ((3R)-2,3-Dimethyl-8-(phenylsulfonyl)-1,3,4,8-tetrahydro-2H-[1,4]oxazepino[6,7-e]indole). The yield is 38.7%. Reaction SMILES: [C:1](O[BH-](OC(=O)C)OC(=O)C)(=O)C.[Na+].[CH3:15][C@H:16]1[NH:38][CH2:37][C:20]2=[C:21]3[C:25](=[CH:26][CH:27]=[C:19]2[O:18][CH2:17]1)[N:24]([S:28]([C:31]1[CH:36]=[CH:35][CH:34]=[CH:33][CH:32]=1)(=[O:30])=[O:29])[CH:23]=[CH:22]3.C=O>C1COCC1>[CH3:1][N:38]1[CH2:37][C:20]2=[C:21]3[C:25](=[CH:26][CH:27]=[C:19]2[O:18][CH2:17][C@H:16]1[CH3:15])[N:24]([S:28]([C:31]1[CH:36]=[CH:35][CH:34]=[CH:33][CH:32]=1)(=[O:29])=[O:30])[CH:23]=[CH:22]3 |f:0.1|. Procedure details: Sodium triacetoxyborohydride (7.5 mg, 0.040 mmol) was added to a solution of (3R)-3-methyl-8-(phenylsulfonyl)-1,3,4,8-tetrahydro-2H-[1,4]oxazepino[6,7-e]indole (Example 73, 0.010 g, 0.029 mmol) and formaldehyde (37 wt. % in H2O, 0.020 mL, 0.25 mmol) in THF (1 mL). The mixture was stirred for 20 minutes, evaporated and the crude material was purified by preparative HPLC (ACE C8, 0.1% TFA-CH3CN) to give the title compound as a white solid (4 mg) in the form of the trifluoroacetate salt. MS m/z 357... Reactants: COC(=O)C1CC(=CC#N)C1, CC#N, C1CCC2=NCCCN2CC1, C[Si](C)(C)CCOCn1ccc2c(-c3cn[nH]c3)ncnc21. The product is COC(=O)C1CC(CC#N)(n2cc(-c3ncnc4c3ccn4COCC[Si](C)(C)C)cn2)C1. RXN SMILES: [C:26](#[N:27])[CH:28]=[C:29]1[CH2:30][CH:31]([C:33](=[O:34])[O:35][CH3:36])[CH2:32]1.[CH3:23][C:24]#[N:25].[N:37]12[CH2:38][CH2:39][CH2:40][N:41]=[C:42]1[CH2:43][CH2:44][CH2:45][CH2:46][CH2:47]2.[nH:1]1[n:2][cH:3][c:4](-[c:6]2[c:7]3[c:8]([n:9][cH:10][n:11]2)[n:12]([CH2:15][O:16][CH2:17][CH2:18][Si:19]([CH3:20])([CH3:21])[CH3:22])[cH:13][cH:14]3)[cH:5]1>>[n:1]1([C:29]2([CH2:28][C:26]#[N:27])[CH2:30][CH:31]([C:33](=[O:34])[O:35][CH3:36])[CH2:32]2)[n:2][cH:3][c:4](-[c:6]2[c:7]3[c:8]([n:9][cH:10][n:11]2)[n:12]([CH2:15][O:16][CH2:17][CH2:18][Si:19]([CH3:20])([CH3:21])[CH3:22])[cH:13][cH:14]3)[cH:5]1. The reactants are FC1=C2C(=C(C(=NC2=CC(=C1)F)N1CCNCC1)C)NC=1C=NC=C(C1)N1CCOCC1 (5,7-difluoro-3-methyl-N-(5-morpholinopyridin-3-yl)-2-(piperazin-1-yl)quinolin-4-amine), O1CCC(CC1)=O (dihydro-2H-pyran-4(3H)-one). Yields the product FC1=C2C(=C(C(=NC2=CC(=C1)F)N1CCN(CC1)C1CCOCC1)C)NC=1C=NC=C(C1)N1CCOCC1 (5,7-difluoro-3-methyl-N-(5-morpholinopyridin-3-yl)-2-(4-(tetrahydro-2H-pyran-4-yl)piperazin-1-yl)quinolin-4-amine). Reaction SMILES: [F:1][C:2]1[CH:11]=[C:10]([F:12])[CH:9]=[C:8]2[C:3]=1[C:4]([NH:20][C:21]1[CH:22]=[N:23][CH:24]=[C:25]([N:27]3[CH2:32][CH2:31][O:30][CH2:29][CH2:28]3)[CH:26]=1)=[C:5]([CH3:19])[C:6]([N:13]1[CH2:18][CH2:17][NH:16][CH2:15][CH2:14]1)=[N:7]2.[O:33]1[CH2:38][CH2:37][C:36](=O)[CH2:35][CH2:34]1>>[F:1][C:2]1[CH:11]=[C:10]([F:12])[CH:9]=[C:8]2[C:3]=1[C:4]([NH:20][C:21]1[CH:22]=[N:23][CH:24]=[C:25]([N:27]3[CH2:32][CH2:31][O:30][CH2:29][CH2:28]3)[CH:26]=1)=[C:5]([CH3:19])[C:6]([N:13]1[CH2:14][CH2:15][N:16]([CH:36]3[CH2:37][CH2:38][O:33][CH2:34][CH2:35]3)[CH2:17][CH2:18]1)=[N:7]2. Procedure: Essentially prepared according to Procedure L using 5,7-difluoro-3-methyl-N-(5-morpholinopyridin-3-yl)-2-(piperazin-1-yl)quinolin-4-amine (67.0 mg, 0.15 mmol) and dihydro-2H-pyran-4(3H)-one to give 5,7-difluoro-3-methyl-N-(5-morpholinopyridin-3-yl)-2-(4-(tetrahydro-2H-pyran-4-yl)piperazin-1-yl)quinolin-4-amine. 1H NMR (CDCl3) δ ppm 1H NMR 7.93 (1H, d, J=2.5 Hz), 7.69 (1H, d, J=2.2 Hz), 7.30 (1H, ddd, J=10.0, 2.6, 1.3 Hz), 6.87 (1H, d, J=12.7 Hz), 6.79 (1H, ddd, J=13.9, 8.7, 2.4 Hz), 6.58 (1H, t,... Starting materials: BrC1=CC=C2C(=CC=NC2=C1)C(=O)OC (methyl 7-bromo-4-quinolinecarboxylate), CC1(OB(OC1(C)C)C1=CC=C(C=C1)O)C (4-(4,4,5,5-tetramethyl-1,3,2-dioxaborolan-2-yl)phenol), C1(=CC=CC=C1)P(C1=CC=CC=C1)C1=CC=CC=C1 (triphenylphosphine), [O-]P(=O)([O-])[O-].[K+].[K+].[K+] (K3PO4), O (H2O). Reagents/catalysts: C(C)(=O)[O-].[Pd+2].C(C)(=O)[O-] (palladium(II)acetate). The solvent is O1CCOCC1 (dioxane), CCOC(=O)C (EtOAc). Reaction conditions: temperature 60 celsius, time 1.5 hour. Yields the product OC1=CC=C(C=C1)C1=CC=C2C(=CC=NC2=C1)C(=O)OC (methyl 7-(4-hydroxyphenyl)-4-quinolinecarboxylate). Yield: 54.9%. RXN SMILES: Br[C:2]1[CH:11]=[C:10]2[C:5]([C:6]([C:12]([O:14][CH3:15])=[O:13])=[CH:7][CH:8]=[N:9]2)=[CH:4][CH:3]=1.CC1(C)C(C)(C)OB([C:24]2[CH:29]=[CH:28][C:27]([OH:30])=[CH:26][CH:25]=2)O1.C1(P(C2C=CC=CC=2)C2C=CC=CC=2)C=CC=CC=1.[O-]P([O-])([O-])=O.[K+].[K+].[K+].O>O1CCOCC1.C([O-])(=O)C.[Pd+2].C([O-])(=O)C.CCOC(C)=O>[OH:30][C:27]1[CH:28]=[CH:29][C:24]([C:2]2[CH:11]=[C:10]3[C:5]([C:6]([C:12]([O:14][CH3:15])=[O:13])=[CH:7][CH:8]=[N:9]3)=[CH:4][CH:3]=2)=[CH:25][CH:26]=1 |f:3.4.5.6,9.10.11|. Procedure details: A mixture of 160 mg (0.60 mmol) of methyl 7-bromo-4-quinolinecarboxylate, 200 mg (0.90 mmol) of 4-(4,4,5,5-tetramethyl-1,3,2-dioxaborolan-2-yl)phenol, 7 mg (0.03 mmol) of palladium(II)acetate, 16 mg (0.06 mmol) of triphenylphosphine, 450 mg (2.10 mmol) of K3PO4 and 50 uL (3.01 mmol) of H2O in 3 mL of dioxane was stirred at 60° C. for 1.5 hr. EtOAc was added then the organics were washed with H2O and brine then concentrated. The residue was suspended in cold EtOAc and the solids were collected by... The reactants are [H-].[Na+] (NaH), BrCCOC1OCCCC1 (2-(2-bromoethoxy)tetrahydro-2H-pyran), OCC(=O)OC (methyl hydroxyacetate). Solvent: CN(C)C=O (DMF). Reaction conditions: temperature 0 celsius, time 0.5 hour. Product: COC(COCCOC1OCCCC1)=O (methyl[2-(tetrahydro-2H-pyran-2-yloxy)ethoxy]acetate), yellow oil. As a reaction SMILES: [H-].[Na+].[OH:3][CH2:4][C:5]([O:7][CH3:8])=[O:6].Br[CH2:10][CH2:11][O:12][CH:13]1[CH2:18][CH2:17][CH2:16][CH2:15][O:14]1>CN(C=O)C>[CH3:8][O:7][C:5](=[O:6])[CH2:4][O:3][CH2:10][CH2:11][O:12][CH:13]1[CH2:18][CH2:17][CH2:16][CH2:15][O:14]1 |f:0.1|. Procedure details: To a suspension of 60% NaH (2.66 g) in DMF (20 mL) was added methyl hydroxyacetate (5.00 g) under ice-water cooling, and the mixture was stirred at 0° C. for 0.5 hour. To this was added 2-(2-bromoethoxy)tetrahydro-2H-pyran (12.8 g) under ice-water cooling, and the mixture was stirred at ambient temperature for 2 hours. The mixture was partitioned between AcOEt and water. The organic layer was separated, washed with water and brine, dried over MgSO4, and evaporated in vacuo. The residue was purif...